From a dataset of the Open Reaction Database (ORD), a public repository of structured organic reaction records. describe an organic reaction: reactants, conditions, products, and yield Reactants: CI (Methyl iodide), [H-].[Na+] (sodium hydride), FC=1C=C(C=CC1)C1=CC=C2CCC(C2=C1)NC=1C=C(OCC(=O)OC(C)C)C=CC1 (isopropyl 2-(3-((6-(3-fluorophenyl)-2,3-dihydro-1H-inden-1-yl)amino)phenoxy)acetate). Isolated yield 67.5%. Yields the product FC=1C=C(C=CC1)C1=CC=C2CCC(C2=C1)N(C=1C=C(OCC(=O)OC(C)C)C=CC1)C (isopropyl 2-(3-((6-(3-fluorophenyl)-2,3-dihydro-1H-inden-1-yl)(methyl)amino)phenoxy)acetate). Procedure details: Methyl iodide (17 mg, 0.122 mmol) and sodium hydride (60% dispersion of mineral oil, 1.1 mg, 0.045 mmol) were added to a solution of isopropyl 2-(3-((6-(3-fluorophenyl)-2,3-dihydro-1H-inden-1-yl)amino)phenoxy)acetate (17 mg, 0.041 mmol) and dimethylformamide (2 mL) in a 50 mL round bottom flask at room temperature. The mixture was then heated to 50° C. and allowed to stir overnight. The solution was quenched with saturated ammonium chloride (25 mL) and extracted with ethyl acetate (100 mL). The ... Reaction conditions: temperature 50 celsius, time 8 hour. As a reaction SMILES: [CH3:1]I.[H-].[Na+].[F:5][C:6]1[CH:7]=[C:8]([C:12]2[CH:20]=[C:19]3[C:15]([CH2:16][CH2:17][CH:18]3[NH:21][C:22]3[CH:23]=[C:24]([CH:33]=[CH:34][CH:35]=3)[O:25][CH2:26][C:27]([O:29][CH:30]([CH3:32])[CH3:31])=[O:28])=[CH:14][CH:13]=2)[CH:9]=[CH:10][CH:11]=1>CN(C)C=O>[F:5][C:6]1[CH:7]=[C:8]([C:12]2[CH:20]=[C:19]3[C:15]([CH2:16][CH2:17][CH:18]3[N:21]([CH3:1])[C:22]3[CH:23]=[C:24]([CH:33]=[CH:34][CH:35]=3)[O:25][CH2:26][C:27]([O:29][CH:30]([CH3:31])[CH3:32])=[O:28])=[CH:14][CH:13]=2)[CH:9]=[CH:10][CH:11]=1 |f:1.2|. Solvent: CN(C=O)C (dimethylformamide). Reactants: CI, CN(C)P(=O)(N(C)C)N(C)C, [H-], [Na+], C1CCOC1, CC(=CCOc1ccc2c(c1)OCC2)CCC(O)C(C)(C)C. Product: COC(CCC(C)=CCOc1ccc2c(c1)OCC2)C(C)(C)C. As a reaction SMILES: [CH3:30][I:31].[CH3:32][N:33]([CH3:34])[P:35](=[O:36])([N:37]([CH3:38])[CH3:39])[N:40]([CH3:41])[CH3:42].[H-:28].[Na+:29].[O:23]1[CH2:24][CH2:27][CH2:26][CH2:25]1.[OH:1][CH:2]([CH2:3][CH2:4][C:5](=[CH:6][CH2:7][O:8][c:9]1[cH:10][c:11]2[c:12]([cH:16][cH:17]1)[CH2:13][CH2:14][O:15]2)[CH3:18])[C:19]([CH3:20])([CH3:21])[CH3:22]>>[O:1]([CH:2]([CH2:3][CH2:4][C:5](=[CH:6][CH2:7][O:8][c:9]1[cH:10][c:11]2[c:12]([cH:16][cH:17]1)[CH2:13][CH2:14][O:15]2)[CH3:18])[C:19]([CH3:20])([CH3:21])[CH3:22])[CH3:24]. Solvent: C(Cl)Cl (CH2Cl2), CCOC(=O)C (EtOAc). Reaction conditions: temperature 40 celsius, time 3 hour. Reagents/catalysts: CN(C1=CC=NC=C1)C (4-dimethylaminopyridine). Yields the product CC1=NC=C(C=C1C(SC1=CC=C(C=C1)C)=O)C1=CC=CC=C1 (S-(4-methylphenyl) 2-methyl-5-phenylpyridine-3-carbothioate). Procedure details: To a 0° C. solution of 2-methyl-5-phenylnicotinic acid (100 mg, 0.40 mmol) in CH2Cl2 (4 mL) was added oxalyl chloride (344 μL, 4.0 mmol). The mixture was stirred at 40° C. After 3 hours, the mixture was concentrated to dryness, dissolved in benzene (2×5 mL) and concentrated again. After dissolving the crude residue in CH2Cl2 (2 mL) at 0° C., pyridine (1 mL, 0.92 M in CH2Cl2), 4-dimethylaminopyridine (10 mg, 0.08 mmol) and 4-methylthiophenol (60 mg, 0.48 mmol) were added. The mixture was then all... Reactants: CC1=C(C(=O)O)C=C(C=N1)C1=CC=CC=C1 (2-methyl-5-phenylnicotinic acid), C(C(=O)Cl)(=O)Cl (oxalyl chloride), N1=CC=CC=C1 (pyridine), CC1=CC=C(C=C1)S (4-methylthiophenol). As a reaction SMILES: [CH3:1][C:2]1[N:10]=[CH:9][C:8]([C:11]2[CH:16]=[CH:15][CH:14]=[CH:13][CH:12]=2)=[CH:7][C:3]=1[C:4]([OH:6])=O.C(Cl)(=O)C(Cl)=O.N1C=CC=CC=1.[CH3:29][C:30]1[CH:35]=[CH:34][C:33]([SH:36])=[CH:32][CH:31]=1>C(Cl)Cl.CN(C)C1C=CN=CC=1.CCOC(C)=O>[CH3:1][C:2]1[C:3]([C:4](=[O:6])[S:36][C:33]2[CH:34]=[CH:35][C:30]([CH3:29])=[CH:31][CH:32]=2)=[CH:7][C:8]([C:11]2[CH:16]=[CH:15][CH:14]=[CH:13][CH:12]=2)=[CH:9][N:10]=1. The product is N#Cc1c(SCc2ccccc2)nc(N)nc1-c1ccccc1. As a reaction SMILES: [Br:17][CH2:18][c:19]1[cH:20][cH:21][cH:22][cH:23][cH:24]1.[CH3:25][CH2:26][OH:27].[NH2:1][c:2]1[nH:3][c:4](=[S:16])[c:5]([C:14]#[N:15])[c:6](-[c:8]2[cH:9][cH:10][cH:11][cH:12][cH:13]2)[n:7]1>>[NH2:1][c:2]1[n:3][c:4]([S:16][CH2:18][c:19]2[cH:20][cH:21][cH:22][cH:23][cH:24]2)[c:5]([C:14]#[N:15])[c:6](-[c:8]2[cH:9][cH:10][cH:11][cH:12][cH:13]2)[n:7]1. Reactants: BrCc1ccccc1, CCO, N#Cc1c(-c2ccccc2)nc(N)[nH]c1=S. Starting materials: C1(=CC=CC=C1)C (toluene), ClC(=O)OC(C)C (isopropyl chloroformate), C1(CCCC1)OC=1C=C(C=CC1OC)[C@@H]1CNC[C@H]1C(=O)OC (trans-3-(3-cyclopentoxy-4-methoxyphenyl)-4-(methoxycarbonyl)pyrrolidine). Reagents/catalysts: CN(C1=CC=NC=C1)C (4-dimethylaminopyridine). Run in C(Cl)Cl (CH2Cl2), C(Cl)Cl (CH2Cl2). Yields the product C1(CCCC1)OC=1C=C(C=CC1OC)[C@@H]1CN(C[C@H]1C(=O)OC)C(=O)OC(C)C (trans-3-(3-cyclopentoxy-4-methoxyphenyl)-4-methoxycarbonyl-1-(methylethoxycarbonyl)pyrrolidine). The yield is 44.0%. Reaction SMILES: [CH:1]1([O:6][C:7]2[CH:8]=[C:9]([C@H:15]3[C@H:19]([C:20]([O:22][CH3:23])=[O:21])[CH2:18][NH:17][CH2:16]3)[CH:10]=[CH:11][C:12]=2[O:13][CH3:14])[CH2:5][CH2:4][CH2:3][CH2:2]1.Cl[C:25]([O:27][CH:28]([CH3:30])[CH3:29])=[O:26].C1(C)C=CC=CC=1>C(Cl)Cl.CN(C)C1C=CN=CC=1>[CH:1]1([O:6][C:7]2[CH:8]=[C:9]([C@H:15]3[C@H:19]([C:20]([O:22][CH3:23])=[O:21])[CH2:18][N:17]([C:25]([O:27][CH:28]([CH3:30])[CH3:29])=[O:26])[CH2:16]3)[CH:10]=[CH:11][C:12]=2[O:13][CH3:14])[CH2:2][CH2:3][CH2:4][CH2:5]1. Procedure: To a solution of trans-3-(3-cyclopentoxy-4-methoxyphenyl)-4-(methoxycarbonyl)pyrrolidine (500 mg, 1.57 mmol) in 4 mL of CH2Cl2 was added at 0° C. 4-dimethylaminopyridine (250 mg, 2.04 mmol), followed by isopropyl chloroformate (1.7 mL of a 1M toluene solution). After 16 hr the reaction was diluted with CH2Cl2 and washed with 1M H3PO4. The organic layer was dried over MgSO4, filtered, and concentrated under reduced pressure. Silica gel chromatography (2:1, hexanes:ethyl acetate) provided trans-3-... The reactants are FC(F)(F)c1ccc(CBr)cc1, CCN(C(C)C)C(C)C, ClCCl, O=C(CN1CCC(c2ccc(F)cc2)(c2ccc(F)cc2)C1=O)N1CC2(CCNCC2)C1. The product is O=C(CN1CCC(c2ccc(F)cc2)(c2ccc(F)cc2)C1=O)N1CC2(CCN(Cc3ccc(C(F)(F)F)cc3)CC2)C1. Reaction SMILES: [Br:33][CH2:34][c:35]1[cH:36][cH:37][c:38]([C:41]([F:42])([F:43])[F:44])[cH:39][cH:40]1.[CH2:45]([N:46]([CH:47]([CH3:48])[CH3:49])[CH:50]([CH3:51])[CH3:52])[CH3:53].[Cl:54][CH2:55][Cl:56].[F:1][c:2]1[cH:3][cH:4][c:5]([C:8]2([c:26]3[cH:27][cH:28][c:29]([F:32])[cH:30][cH:31]3)[C:9](=[O:25])[N:10]([CH2:13][C:14]([N:15]3[CH2:16][C:17]4([CH2:18]3)[CH2:19][CH2:20][NH:21][CH2:22][CH2:23]4)=[O:24])[CH2:11][CH2:12]2)[cH:6][cH:7]1>>[F:1][c:2]1[cH:3][cH:4][c:5]([C:8]2([c:26]3[cH:27][cH:28][c:29]([F:32])[cH:30][cH:31]3)[C:9](=[O:25])[N:10]([CH2:13][C:14]([N:15]3[CH2:16][C:17]4([CH2:18]3)[CH2:19][CH2:20][N:21]([CH2:34][c:35]3[cH:36][cH:37][c:38]([C:41]([F:42])([F:43])[F:44])[cH:39][cH:40]3)[CH2:22][CH2:23]4)=[O:24])[CH2:11][CH2:12]2)[cH:6][cH:7]1. Starting materials: CS(=O)(=O)c1ccc(Br)cc1, CCO, [K+], [K+], CC(C)(O)c1cc(F)c(-c2cc(C(N)=O)c(N)s2)c(F)c1, O=C([O-])[O-]. The product is CC(C)(O)c1cc(F)c(-c2cc(C(N)=O)c(Nc3ccc(S(C)(=O)=O)cc3)s2)c(F)c1. Reaction SMILES: [CH3:22][S:23](=[O:24])(=[O:25])[c:26]1[cH:27][cH:28][c:29]([Br:32])[cH:30][cH:31]1.[CH3:39][CH2:40][OH:41].[K+:33].[K+:34].[NH2:1][c:2]1[s:3][c:4](-[c:10]2[c:11]([F:21])[cH:12][c:13]([C:17]([CH3:18])([CH3:19])[OH:20])[cH:14][c:15]2[F:16])[cH:5][c:6]1[C:7](=[O:8])[NH2:9].[O-:35][C:36]([O-:37])=[O:38]>>[NH:1]([c:2]1[s:3][c:4](-[c:10]2[c:11]([F:21])[cH:12][c:13]([C:17]([CH3:18])([CH3:19])[OH:20])[cH:14][c:15]2[F:16])[cH:5][c:6]1[C:7](=[O:8])[NH2:9])[c:29]1[cH:28][cH:27][c:26]([S:23]([CH3:22])(=[O:24])=[O:25])[cH:31][cH:30]1. The reactants are C(C#C)O (propargyl alcohol), ice water, Cl.C(C)N=C=NCCCN(C)C (1-ethyl-3-(3-dimethylaminopropyl)carbodiimide hydrochloride), C1(=CC=CC=C1)CCCCCC(=O)O (6-phenylhexanoic acid), resultant mixture. Run in C(Cl)(Cl)Cl (chloroform). Yields the product C1(=CC=CC=C1)CCCCCC(=O)OCC#C (propargyl 6-phenylhexanoate). Yield: 25.9%. RXN SMILES: Cl.C(N=C=N[CH2:7][CH2:8][CH2:9]N(C)C)C.[C:13]1([CH2:19][CH2:20][CH2:21][CH2:22][CH2:23][C:24]([OH:26])=[O:25])[CH:18]=[CH:17][CH:16]=[CH:15][CH:14]=1.C(O)C#C>C(Cl)(Cl)Cl>[C:13]1([CH2:19][CH2:20][CH2:21][CH2:22][CH2:23][C:24]([O:26][CH2:9][C:8]#[CH:7])=[O:25])[CH:18]=[CH:17][CH:16]=[CH:15][CH:14]=1 |f:0.1|. Reported procedure: Five hundred milligrams of 1-ethyl-3-(3-dimethylaminopropyl)carbodiimide hydrochloride was added to a mixture of 500 mg of 6-phenylhexanoic acid and 20 ml of dry chloroform at room temperature with stirring. After the resultant mixture had been stirred for 30 minutes at room temperature, 146 mg of propargyl alcohol was added thereto at room temperature. Thereafter, the resulting mixture was stirred for 12 hours at room temperature, poured into ice water and extracted with chloroform. The chlorof...